This data is from the Open Reaction Database (ORD), a public repository of structured organic reaction records. The task is: describe an organic reaction: reactants, conditions, products, and yield Starting materials: O.C1(=CC=CC=C1)C1=NN(C(=C1C1=CC=CC=C1)C1=CC=CC=C1)CCC/C=C/CCCC(=O)O ((E)-9-(3,4,5-Triphenyl-lH-pyrazol-1-yl)-5-nonenoic acid hydrate), C1(=CC=CC=C1)C1=NN(C(=C1C1=CC=CC=C1)C1=CC=CC=C1)CCC/C=C/CCCC(=O)O ((E)-9-(3,4,5-triphenyl-lH-pyrazol-1-yl)-5-nonenoic acid). Reagents/catalysts: S(O)(O)(=O)=O (sulfuric acid). Solvent: CO (methanol). The product is C1(=CC=CC=C1)C1=NN(C(=C1C1=CC=CC=C1)C1=CC=CC=C1)CCCC=CCCCC(=O)OC (methyl 9-(3,4,5-triphenyl-lH-pyrazol-1-yl)-5-nonenoate), O.C1(=CC=CC=C1)C1=NN(C(=C1C1=CC=CC=C1)C1=CC=CC=C1)CCC/C=C/CCCC(=O)O ((E)-9-(3,4,5-Triphenyl-lH-pyrazol-1-yl)-5-nonenoic acid hydrate), ( E ). Reaction SMILES: O.[C:2]1([C:8]2[C:12]([C:13]3[CH:18]=[CH:17][CH:16]=[CH:15][CH:14]=3)=[C:11]([C:19]3[CH:24]=[CH:23][CH:22]=[CH:21][CH:20]=3)[N:10]([CH2:25][CH2:26][CH2:27]/[CH:28]=[CH:29]/[CH2:30][CH2:31][CH2:32][C:33]([OH:35])=[O:34])[N:9]=2)[CH:7]=[CH:6][CH:5]=[CH:4][CH:3]=1.[C:36]1([C:42]2[C:46]([C:47]3[CH:52]=[CH:51][CH:50]=[CH:49][CH:48]=3)=[C:45]([C:53]3[CH:58]=[CH:57][CH:56]=[CH:55][CH:54]=3)[N:44]([CH2:59][CH2:60][CH2:61]/[CH:62]=[CH:63]/[CH2:64][CH2:65][CH2:66][C:67]([OH:69])=[O:68])[N:43]=2)[CH:41]=[CH:40][CH:39]=[CH:38][CH:37]=1>S(=O)(=O)(O)O.CO>[C:2]1([C:8]2[C:12]([C:13]3[CH:18]=[CH:17][CH:16]=[CH:15][CH:14]=3)=[C:11]([C:19]3[CH:20]=[CH:21][CH:22]=[CH:23][CH:24]=3)[N:10]([CH2:25][CH2:26][CH2:27][CH:28]=[CH:29][CH2:30][CH2:31][CH2:32][C:33]([O:35][CH3:36])=[O:34])[N:9]=2)[CH:3]=[CH:4][CH:5]=[CH:6][CH:7]=1.[OH2:68].[C:36]1([C:42]2[C:46]([C:47]3[CH:52]=[CH:51][CH:50]=[CH:49][CH:48]=3)=[C:45]([C:53]3[CH:54]=[CH:55][CH:56]=[CH:57][CH:58]=3)[N:44]([CH2:59][CH2:60][CH2:61]/[CH:62]=[CH:63]/[CH2:64][CH2:65][CH2:66][C:67]([OH:69])=[O:68])[N:43]=2)[CH:37]=[CH:38][CH:39]=[CH:40][CH:41]=1 |f:0.1,6.7|. Procedure details: A solution of (Z) and (E)-9-(3,4,5-triphenyl-lH-pyrazol-1-yl)-5-nonenoic acid (3:1), (850 mg, 1.9 mmol) and concentrated sulfuric acid (2 drops) in methanol (75 mL) was heated at reflux for 1.5 hours. The solvent was evaporated, the residue dissolved in CH2Cl2, washed with water and saturated sodium chloride solution before being dried over sodium sulfate. Evaporation of the solvent left an oil which was chromatographed on a column of silica gel. Elution with a mixture of hexane and ethyl acetat... Reactants: C(C1=CC=CC=C1)NC1=C(C=NC=2N1N=CC2C(=O)NS(=O)(=O)C)C(=O)N2CCC1(CC2)CN(C2=CC=CC=C21)C(=O)OC(C)(C)C (N-[7-Benzylamino-6-(1-(tert-butoxycarbonyl)spiro[indoline-3,4′-piperidine]-1′-ylcarbonyl)pyrazolo[1,5-a]pyrimidine-3-carbonyl]methanesulfonamide). The solvent is Cl.O1CCOCC1 (hydrogen chloride dioxane). Run at time 2 hour. The product is C(C1=CC=CC=C1)NC1=C(C=NC=2N1N=CC2C(=O)NS(=O)(=O)C)C(=O)N2CCC1(CC2)CNC2=CC=CC=C21 (N-[7-Benzylamino-6-(spiro[indoline-3,4′-piperidine]-1′-ylcarbonyl)pyrazolo[1,5-a]pyrimidine-3-carbonyl]methanesulfonamide). Yield: 68.4%. Reaction SMILES: [CH2:1]([NH:8][C:9]1[N:14]2[N:15]=[CH:16][C:17]([C:18]([NH:20][S:21]([CH3:24])(=[O:23])=[O:22])=[O:19])=[C:13]2[N:12]=[CH:11][C:10]=1[C:25]([N:27]1[CH2:32][CH2:31][C:30]2([C:40]3[C:35](=[CH:36][CH:37]=[CH:38][CH:39]=3)[N:34](C(OC(C)(C)C)=O)[CH2:33]2)[CH2:29][CH2:28]1)=[O:26])[C:2]1[CH:7]=[CH:6][CH:5]=[CH:4][CH:3]=1>Cl.O1CCOCC1>[CH2:1]([NH:8][C:9]1[N:14]2[N:15]=[CH:16][C:17]([C:18]([NH:20][S:21]([CH3:24])(=[O:22])=[O:23])=[O:19])=[C:13]2[N:12]=[CH:11][C:10]=1[C:25]([N:27]1[CH2:32][CH2:31][C:30]2([C:40]3[C:35](=[CH:36][CH:37]=[CH:38][CH:39]=3)[NH:34][CH2:33]2)[CH2:29][CH2:28]1)=[O:26])[C:2]1[CH:3]=[CH:4][CH:5]=[CH:6][CH:7]=1 |f:1.2|. Procedure details: N-[7-Benzylamino-6-(1-(tert-butoxycarbonyl)spiro[indoline-3,4′-piperidine]-1′-ylcarbonyl)pyrazolo[1,5-a]pyrimidine-3-carbonyl]methanesulfonamide (0.062 g, 0.094 mmol) obtained in step 3 was dissolved in 4 mol/L hydrogen chloride-dioxane solution, and the mixture was stirred at room temperature for 2 hr. The reaction mixture was concentrated under reduced pressure, ethyl acetate was added to the obtained crystals and the mixture was suction-filtered to give the title compound (0.036 g, 42%). Reactants: C(C)OC(N(NC([C@H]1N(CCC1)C([C@@H](NC(=O)OC(C)(C)C)C)=O)=O)C)=O (t-butoxycarbonylalanylprolyl-2-azaalanine ethyl ester), FC(C(=O)O)(F)F (trifluoroacetic acid). Solvent: C(Cl)Cl (methylene chloride). Conditions: time 1 hour. Yields the product C(C)OC(N(NC([C@H]1N(CCC1)C([C@@H](N)C)=O)=O)C)=O (alanylprolyl-2-azaalanine ethyl ester), FC(C(=O)O)(F)F (trifluoroacetic acid). RXN SMILES: [CH2:1]([O:3][C:4](=[O:27])[N:5]([CH3:26])[NH:6][C:7](=[O:25])[C@@H:8]1[CH2:12][CH2:11][CH2:10][N:9]1[C:13](=[O:24])[C@H:14]([CH3:23])[NH:15]C(OC(C)(C)C)=O)[CH3:2].[F:28][C:29]([F:34])([F:33])[C:30]([OH:32])=[O:31]>C(Cl)Cl>[CH2:1]([O:3][C:4](=[O:27])[N:5]([CH3:26])[NH:6][C:7](=[O:25])[C@@H:8]1[CH2:12][CH2:11][CH2:10][N:9]1[C:13](=[O:24])[C@H:14]([CH3:23])[NH2:15])[CH3:2].[F:28][C:29]([F:34])([F:33])[C:30]([OH:32])=[O:31]. Reported procedure: To the t-butoxycarbonylalanylprolyl-2-azaalanine ethyl ester obtained above is added 15 ml of methylene chloride. The reaction mixture is cooled to 0° and 15 ml of trifluoroacetic acid added. After stirring for 1 hour at 0° and 1 hour at room temperature, the reaction mixture is concentrated in vacuo to yield alanylprolyl-2-azaalanine ethyl ester as its trifluoroacetic acid salt. The yield is 91.9%. Solvent: ClCCl (dichloromethane). Reactants: OC1C(C(CC1)C=CC(CCCCC)O)CCCCCCC(=O)OC (methyl 7-[2-hydroxy-5-(3-hydroxy-1-octenyl)cyclopentyl]heptanoate), ClC1=CC(=CC=C1)C(=O)OO (metachlorperbenzoic acid). Reported procedure: A solution of methyl 7-[2-hydroxy-5-(3-hydroxy-1-octenyl)cyclopentyl]heptanoate (1.0 g.) [prepared as described in Example 5], metachlorperbenzoic acid (2.0 g.) and dichloromethane (30 ml.) was refluxed for days. The precipitated metachlorbenzoic acid was filtered from the cooled solution and washed with dichloromethane. The filtrate was washed successively with sodium sulphite solution, twice with 5% sodium bicarbonate solution and finally water, dried over sodium sulphate and evaporated to giv... Reaction SMILES: [OH:1][CH:2]1[CH2:6][CH2:5][CH:4]([CH:7]=[CH:8][CH:9]([OH:15])[CH2:10][CH2:11][CH2:12][CH2:13][CH3:14])[CH:3]1[CH2:16][CH2:17][CH2:18][CH2:19][CH2:20][CH2:21][C:22]([O:24][CH3:25])=[O:23].ClC1C=CC=C(C(OO)=[O:34])C=1>ClCCl>[OH:1][CH:2]1[CH2:6][CH2:5][CH:4]([CH:7]2[O:34][CH:8]2[CH:9]([OH:15])[CH2:10][CH2:11][CH2:12][CH2:13][CH3:14])[CH:3]1[CH2:16][CH2:17][CH2:18][CH2:19][CH2:20][CH2:21][C:22]([O:24][CH3:25])=[O:23]. The product is OC1C(C(CC1)C1C(C(CCCCC)O)O1)CCCCCCC(=O)OC (methyl 7-[2-hydroxy-5-(3-hydroxy-1,2-epoxy-1-octyl)cyclopentyl]heptanoate). Reactants: COc1cc2c(cc1[N+](=O)[O-])N(C(=O)CBr)CCC2(C)C, O=C([O-])[O-], CNC, [K+], [K+], C1CCOC1, O. The product is COc1cc2c(cc1[N+](=O)[O-])N(C(=O)CN(C)C)CCC2(C)C. Reaction SMILES: [Br:1][CH2:2][C:3](=[O:4])[N:5]1[CH2:6][CH2:7][C:8]([CH3:20])([CH3:21])[c:9]2[cH:10][c:11]([O:18][CH3:19])[c:12]([N+:15](=[O:16])[O-:17])[cH:13][c:14]21.[C:22](=[O:23])([O-:24])[O-:25].[CH3:28][NH:29][CH3:30].[K+:26].[K+:27].[O:31]1[CH2:32][CH2:33][CH2:34][CH2:35]1.[OH2:36]>>[CH2:2]([C:3](=[O:4])[N:5]1[CH2:6][CH2:7][C:8]([CH3:20])([CH3:21])[c:9]2[cH:10][c:11]([O:18][CH3:19])[c:12]([N+:15](=[O:16])[O-:17])[cH:13][c:14]21)[N:29]([CH3:28])[CH3:30]. Starting materials: CC(C)C[AlH]CC(C)C (DIBAL-H), OS(=O)(=O)O (H2SO4), ClC1=NC=C(C=C1)C#N (2-Chloro-5-cyanopyridine), CO (MeOH). Run in C1(=CC=CC=C1)C (toluene), C1(=CC=CC=C1)C (toluene). Reaction conditions: temperature 5 celsius. Product: ClC1=CC=C(C=N1)C=O (6-Chloro-3-pyridinecarbaldehyde). Reaction SMILES: [Cl:1][C:2]1[CH:7]=[CH:6][C:5]([C:8]#N)=[CH:4][N:3]=1.CC(C[AlH]CC(C)C)C.CO.[OH:21]S(O)(=O)=O>C1(C)C=CC=CC=1>[Cl:1][C:2]1[N:3]=[CH:4][C:5]([CH:8]=[O:21])=[CH:6][CH:7]=1. Procedure details: 2-Chloro-5-cyanopyridine (5 g, 36 mmol) was dissolved in anhydrous toluene (100 ml) and cooled to 5° C. 1.5M DIBAL-H in toluene (25.2 ml, 38 mmol) was added dropwise over 20 min. The resulting solution was treated with MeOH (10 ml) and then 2M H2SO4 (30 ml) and stirred at room temp. for 48 h. The mixture was concentrated and the residue partitioned between EtOAc and water. The organic layer was separated, washed with brine and saturated NaHCO3 solution, then dried (Na2SO4) and concentrated to gi... Reactants: CCOC(=O)CCC(NC(=O)c1ccc(C=Cc2cnc3nc(NC(C)=O)nc(O)c3c2)cc1)C(=O)OCC, [H][H], O=C(O)C(F)(F)F. Yields the product CCOC(=O)CCC(NC(=O)c1ccc(CCc2cnc3nc(NC(C)=O)nc(O)c3c2)cc1)C(=O)OCC. RXN SMILES: [C:1]([CH3:2])(=[O:3])[NH:4][c:5]1[n:6][c:7]([OH:39])[c:8]2[c:9]([n:10]1)[n:11][cH:12][c:13]([CH:15]=[CH:16][c:17]1[cH:18][cH:19][c:20]([C:21](=[O:22])[NH:23][CH:24]([CH2:25][CH2:26][C:27](=[O:28])[O:29][CH2:30][CH3:31])[C:32](=[O:33])[O:34][CH2:35][CH3:36])[cH:37][cH:38]1)[cH:14]2.[H:40][H:41].[OH:42][C:43]([C:44]([F:45])([F:46])[F:47])=[O:48]>>[C:1]([CH3:2])(=[O:3])[NH:4][c:5]1[n:6][c:7]([OH:39])[c:8]2[c:9]([n:10]1)[n:11][cH:12][c:13]([CH2:15][CH2:16][c:17]1[cH:18][cH:19][c:20]([C:21](=[O:22])[NH:23][CH:24]([CH2:25][CH2:26][C:27](=[O:28])[O:29][CH2:30][CH3:31])[C:32](=[O:33])[O:34][CH2:35][CH3:36])[cH:37][cH:38]1)[cH:14]2. Starting materials: C(=O)([O-])[O-].[K+].[K+] (K2CO3), ClC1=CC=C(C(=N1)OC)C(C(=O)OC)(CCC#N)C (methyl 2-(6-chloro-2-methoxypyridin-3-yl)-4-cyano-2-methylbutanoate), Cl (HCl). Reagents/catalysts: O=[Pt]=O (PtO2). Run in CO (MeOH), CO (MeOH). Reaction conditions: time 16 hour. Yields the product ClC1=CC=C(C(=N1)OC)C1(C(NCCC1)=O)C (3-(6-chloro-2-methoxypyridin-3-yl)-3-methylpiperidin-2-one). The yield is 775.1%. Reaction SMILES: [Cl:1][C:2]1[N:7]=[C:6]([O:8][CH3:9])[C:5]([C:10]([CH3:19])([CH2:15][CH2:16][C:17]#[N:18])[C:11](OC)=[O:12])=[CH:4][CH:3]=1.Cl.C([O-])([O-])=O.[K+].[K+]>CO.O=[Pt]=O>[Cl:1][C:2]1[N:7]=[C:6]([O:8][CH3:9])[C:5]([C:10]2([CH3:19])[CH2:15][CH2:16][CH2:17][NH:18][C:11]2=[O:12])=[CH:4][CH:3]=1 |f:2.3.4|. Reported procedure: To a stirred solution of methyl 2-(6-chloro-2-methoxypyridin-3-yl)-4-cyano-2-methylbutanoate (110 g, 390 mmol) and conc. HCl (60 mL) in MeOH (1 L) was added PtO2 (11 g) under N2. The suspension was degassed and refilled with H2 several times. Then the resulting mixture was stirred under 50 Psi of H2 at r.t for 16 hours. The reaction mixture was filtered and the combined filtrates were evaporated to dryness. To the above residue in MeOH (12 L) was added solid K2CO3 (2158 g, 15.6 mol) at r.t. The ... The reactants are ClC1=CC=C(C=C1)S(=O)(=O)CC(C)=O (4-chlorophenylsulfonyl acetone), [H-].[Na+] (sodium hydride), BrCC#N (bromoacetonitrile). Run in THF, hexanes. Run at temperature -15 celsius, time 30 minute. The product is ClC1=CC=C(C=C1)S(=O)(=O)C(C(C)=O)CC#N (3-(4-chlorophenylsulfonyl)-4-cyanobutan-2-one). Isolated yield 58.5%. RXN SMILES: [H-].[Na+].[Cl:3][C:4]1[CH:9]=[CH:8][C:7]([S:10]([CH2:13][C:14](=[O:16])[CH3:15])(=[O:12])=[O:11])=[CH:6][CH:5]=1.Br[CH2:18][C:19]#[N:20]>>[Cl:3][C:4]1[CH:5]=[CH:6][C:7]([S:10]([CH:13]([CH2:18][C:19]#[N:20])[C:14](=[O:16])[CH3:15])(=[O:11])=[O:12])=[CH:8][CH:9]=1 |f:0.1|. Procedure details: To a 300 mL reaction flask was added 2.4 g (59.3 mmole) sodium hydride (60% dispersion in oil) and 10 mL hexanes. The hexanes were removed by pipette and replaced by 60 mL dry tetrahydrofluran (THF). The suspension was cooled to -15° C. and a solution of 12.0 g (51.6 mmole) 4-chlorophenylsulfonyl acetone in 50 mL THF was added via addition funnel over 20 minutes maintaining the reaction temperature below -12° C. The resulting yellow solution was removed from the cold bath and stirred at room tem... Reactants: CCCCCC, O=S(O)CCC=C(F)F, [Na], O=S(Cl)Cl. Product: O=S(Cl)CCC=C(F)F. As a reaction SMILES: [CH3:15][CH2:16][CH2:17][CH2:18][CH2:19][CH3:20].[F:6][C:7](=[CH:8][CH2:9][CH2:10][S:11]([OH:12])=[O:13])[F:14].[Na:5].[S:1](=[O:2])([Cl:3])[Cl:4]>>[S:1](=[O:2])([Cl:4])[CH2:10][CH2:9][CH:8]=[C:7]([F:6])[F:14].